From a dataset of the Open Reaction Database (ORD), a public repository of structured organic reaction records. describe an organic reaction: reactants, conditions, products, and yield The reactants are CCN(C(C)C)C(C)C, COCCl, ClCCl, Cc1ccc(I)cc1O. The product is COCOc1cc(I)ccc1C. Reaction SMILES: [CH:1]([N:2]([CH2:3][CH3:4])[CH:5]([CH3:6])[CH3:7])([CH3:8])[CH3:9].[Cl:19][CH2:20][O:21][CH3:22].[Cl:23][CH2:24][Cl:25].[I:10][c:11]1[cH:12][cH:13][c:14]([CH3:18])[c:15]([OH:17])[cH:16]1>>[I:10][c:11]1[cH:12][cH:13][c:14]([CH3:18])[c:15]([O:17][CH2:20][O:21][CH3:22])[cH:16]1. The reactants are C(=O)(O)C1=C(C=CC=C1)SC1C(=O)OCC1 (α-[(2-carboxyphenyl)thio]-γ-butyrolactone), C(C)(=O)OC(C)=O (acetic anhydride). Run in C(C)N(CC)CC (triethylamine). Run at temperature 140 celsius, time 3 hour. The product is O1C(C2(CC1)C(C1=C(S2)C=CC=C1)=O)=O (4',5'-dihydrospiro[benzo[b]thiophene-2(3H), 3'(2'H)-furan]3,2'-dione). Yield: 65.6%. RXN SMILES: [C:1]([C:4]1[CH:9]=[CH:8][CH:7]=[CH:6][C:5]=1[S:10][CH:11]1[CH2:16][CH2:15][O:14][C:12]1=[O:13])([OH:3])=O.C(OC(=O)C)(=O)C>C(N(CC)CC)C>[O:14]1[CH2:15][CH2:16][C:11]2([S:10][C:5]3[CH:6]=[CH:7][CH:8]=[CH:9][C:4]=3[C:1]2=[O:3])[C:12]1=[O:13]. Reported procedure: A mixture of 15.5 g of α-[(2-carboxyphenyl)thio]-γ-butyrolactone, 100 ml of acetic anhydride and 20 ml of triethylamine is stirred at 140° C. for 3 hours, at the end of which time the solvent is distilled off. To the residue is added ice-water and the resultant precipitate is recovered by filtration and recrystallized from ethanol. By the above procedure there is obtained 9.4 g of 4',5'-dihydrospiro[benzo[b]thiophene-2(3H), 3'(2'H)-furan]3,2'-dione as pale-yellow platelets melting at 125°-127° C... Reactants: Cl.NC1=CC2=C(NC(=NS2(=O)=O)C=2C([C@](C3=CC=CC=C3C2O)(C)CCC(C)(C)C)=O)C=C1 ((1R)-3-(7-amino-1,1-dioxido-4H-1,2,4-benzothiadiazin-3-yl)-1-(3,3-dimethylbutyl)-4-hydroxy-1-methylnaphthalen-2(1H)-one hydrochloride), S(=O)(=O)(C)Cl (mesyl chloride), N1=CC=CC=C1 (pyridine). Run in CC(=O)C (acetone). Yields the product CC(CC[C@]1(C(C(=C(C2=CC=CC=C12)O)C1=NS(C2=C(N1)C=CC(=C2)NS(=O)(=O)C)(=O)=O)=O)C)(C)C (N-{3-[(4R)-4-(3,3-dimethylbutyl)-1-hydroxy-4-methyl-3-oxo-3,4-dihydronaphthalen-2-yl]-1,1-dioxido-4H-1,2,4-benzothiadiazin-7-yl}methanesulfonamide). RXN SMILES: Cl.[NH2:2][C:3]1[CH:33]=[CH:32][C:6]2[NH:7][C:8]([C:13]3[C:14](=[O:31])[C@@:15]([CH2:25][CH2:26][C:27]([CH3:30])([CH3:29])[CH3:28])([CH3:24])[C:16]4[C:21]([C:22]=3[OH:23])=[CH:20][CH:19]=[CH:18][CH:17]=4)=[N:9][S:10](=[O:12])(=[O:11])[C:5]=2[CH:4]=1.[S:34](Cl)([CH3:37])(=[O:36])=[O:35].N1C=CC=CC=1>CC(C)=O>[CH3:30][C:27]([CH3:28])([CH3:29])[CH2:26][CH2:25][C@:15]1([CH3:24])[C:16]2[C:21](=[CH:20][CH:19]=[CH:18][CH:17]=2)[C:22]([OH:23])=[C:13]([C:8]2[NH:7][C:6]3[CH:32]=[CH:33][C:3]([NH:2][S:34]([CH3:37])(=[O:36])=[O:35])=[CH:4][C:5]=3[S:10](=[O:12])(=[O:11])[N:9]=2)[C:14]1=[O:31] |f:0.1|. Procedure: A solution of Example 49G (0.250 g, 0.510 mmol), mesyl chloride (0.158 mL, 2.04 mmol), and pyridine (0.330 mL, 4.08 mmol) in acetone (3 mL) was stirred at 25° C. for 18 hours. The solution was partitioned between ethyl acetate and dilute citric acid and the layers were separated. The ethyl acetate layer was dried with sodium sulfate, filtered, and concentrated in vacuo. The residue was chromatographed on silica gel eluting with methylene chloride and 2.5% methanol in methylene chloride to give a... Run at temperature -78 celsius, time 45 minute. As a reaction SMILES: [Cl:1][C:2]1[CH:7]=[C:6]([Cl:8])[CH:5]=[CH:4][N:3]=1.C(NC(C)C)(C)C.C([Li])CCC.[I:21]I>C1COCC1.CCOC(C)=O>[Cl:1][C:2]1[C:7]([I:21])=[C:6]([Cl:8])[CH:5]=[CH:4][N:3]=1. Procedure details: To a solution of 2,4-dichloropyridine (5.2 g, 35.137 mmol) and diisopropylamine (3.911 g, 38.651 mmol) in dry THF (40 ml) cooled at −78° C. under a nitrogen atmosphere, was added n-butyllithium (24.157 ml, 38.651 mmol, 1.6 M in hexanes) dropwise. The resulting reaction mixture was stirred at −78° C. for 45 min. and then a solution of iodine (9.81 g, 38.651 mmol) in dry THF (20 ml) was added dropwise. The mixture was stirred at −78° C. for 1 h., allowed to warm to r.t., diluted with EtOAc and que... Product: ClC1=NC=CC(=C1I)Cl (2,4-Dichloro-3-iodo-pyridine). The reactants are II (iodine), ClC1=NC=CC(=C1)Cl (2,4-dichloropyridine), C(C)(C)NC(C)C (diisopropylamine), C(CCC)[Li] (n-butyllithium). Solvent: C1CCOC1 (THF), CCOC(=O)C (EtOAc), C1CCOC1 (THF).